This data is from the Open Reaction Database (ORD), a public repository of structured organic reaction records. The task is: describe an organic reaction: reactants, conditions, products, and yield Starting materials: ClC1=C(OC2=C(C=C(C=C2)[N+](=O)[O-])C=2C3=C(C(N(C2)C)=O)NC=C3)C=CC(=C1)F (4-(2-(2-chloro-4-fluorophenoxy)-5-nitrophenyl)-6-methyl-1H-pyrrolo[2,3-c]pyridin-7(6H)-one), CN1C(C2=C(C(=C1)C1=C(C=CC(=C1)[N+](=O)[O-])OC1=CC=CC=C1)C=CN2)=O (6-methyl-4-(5-nitro-2-phenoxyphenyl)-1,6-dihydro-7H-pyrrolo[2,3-c]pyridin-7-one). The product is NC=1C=CC(=C(C1)C=1C2=C(C(N(C1)C)=O)NC=C2)OC2=C(C=C(C=C2)F)Cl (4-(5-amino-2-(2-chloro-4-fluorophenoxy)phenyl)-6-methyl-1H-pyrrolo[2,3-c]pyridin-7(6H)-one). As a reaction SMILES: [Cl:1][C:2]1[CH:28]=[C:27]([F:29])[CH:26]=[CH:25][C:3]=1[O:4][C:5]1[CH:10]=[CH:9][C:8]([N+:11]([O-])=O)=[CH:7][C:6]=1[C:14]1[C:15]2[CH:24]=[CH:23][NH:22][C:16]=2[C:17](=[O:21])[N:18]([CH3:20])[CH:19]=1.CN1C=C(C2C=C([N+]([O-])=O)C=CC=2OC2C=CC=CC=2)C2C=CNC=2C1=O>>[NH2:11][C:8]1[CH:9]=[CH:10][C:5]([O:4][C:3]2[CH:25]=[CH:26][C:27]([F:29])=[CH:28][C:2]=2[Cl:1])=[C:6]([C:14]2[C:15]3[CH:24]=[CH:23][NH:22][C:16]=3[C:17](=[O:21])[N:18]([CH3:20])[CH:19]=2)[CH:7]=1. Procedure details: Example 34b was prepared according to the procedure used for the preparation of Example 3, substituting the product of Example 34a for the product of Example 2b, to provide the title compound. Starting materials: S(=O)(O)[O-].[Na+] (sodium hydrogensulfite), C=C1CCCN(C2=C1C=CC=C2)C(C2=CC=C(C=C2)NC(C2=C(C=CC=C2)C)=O)=O (5-methylidene-1-[4-(2-methylbenzoylamino)benzoyl]-2,3,4,5-tetrahydro-1H-benzazepine), C(C)(C)(C)O (t-butyl alcohol), O.O.C[N+](C)(C)[O-] (trimethylamine N-oxide dihydrate). Reagents/catalysts: [Os](=O)(=O)(=O)=O (osmium tetroxide). Solvent: N1=CC=CC=C1 (pyridine), O (water). Reaction conditions: time 2.5 hour. Product: OCC1(CCCN(C2=C1C=CC=C2)C(C2=CC=C(C=C2)NC(C2=C(C=CC=C2)C)=O)=O)O (5-hydroxymethyl-5-hydroxy-1-[4-(2-methylbenzoylamino)benzoyl]-2,3,4,5-tetrahydro-1H-benzazepine). Yield: 84.4%. Reaction SMILES: [CH2:1]=[C:2]1[C:8]2[CH:9]=[CH:10][CH:11]=[CH:12][C:7]=2[N:6]([C:13](=[O:30])[C:14]2[CH:19]=[CH:18][C:17]([NH:20][C:21](=[O:29])[C:22]3[CH:27]=[CH:26][CH:25]=[CH:24][C:23]=3[CH3:28])=[CH:16][CH:15]=2)[CH2:5][CH2:4][CH2:3]1.C(O)(C)(C)C.[OH2:36].[OH2:37].C[N+]([O-])(C)C.S([O-])(O)=O.[Na+]>[Os](=O)(=O)(=O)=O.N1C=CC=CC=1.O>[OH:36][CH2:1][C:2]1([OH:37])[C:8]2[CH:9]=[CH:10][CH:11]=[CH:12][C:7]=2[N:6]([C:13](=[O:30])[C:14]2[CH:19]=[CH:18][C:17]([NH:20][C:21](=[O:29])[C:22]3[CH:27]=[CH:26][CH:25]=[CH:24][C:23]=3[CH3:28])=[CH:16][CH:15]=2)[CH2:5][CH2:4][CH2:3]1 |f:2.3.4,5.6|. Procedure details: To 5-methylidene-1-[4-(2-methylbenzoylamino)benzoyl]-2,3,4,5-tetrahydro-1H-benzazepine (0.60 g) are added successively t-butyl alcohol (6.0 ml), water (1.2 ml), pyridine (0.3 ml), osmium tetroxide (1.2 mg) and trimethylamine N-oxide dihydrate (0.22 g), and the mixture is refluxed with stirring for 2.5 hours. After cooling, to the reaction solution is added 20% aqueous sodium hydrogensulfite solution (10 ml), and the mixture is stirred at room temperature for 1.5 hour. The reaction solution is ex...